From a dataset of the Open Reaction Database (ORD), a public repository of structured organic reaction records. describe an organic reaction: reactants, conditions, products, and yield The reactants are C(CCC)[Li] (butyl lithium), COC1=C(C=CC=C1)OC (1,2-dimethoxybenzene), C1CO1 (Ethylene oxide). The solvent is CCCCCC (hexane), O1CCCC1 (tetrahydrofuran). Run at time 17 hour. Yields the product OCCC1=C(C(=CC=C1)OC)OC (1-(2-hydroxyethyl)-2,3-dimethoxybenzene). Isolated yield 18.9%. As a reaction SMILES: [CH3:1][O:2][C:3]1[CH:8]=[CH:7][CH:6]=[CH:5][C:4]=1[O:9][CH3:10].C([Li])CCC.[CH2:16]1[O:18][CH2:17]1>O1CCCC1.CCCCCC>[OH:18][CH2:17][CH2:16][C:5]1[CH:6]=[CH:7][CH:8]=[C:3]([O:2][CH3:1])[C:4]=1[O:9][CH3:10]. Reported procedure: To 20 g (0.145 mol) of 1,2-dimethoxybenzene in 300 mL of anhydrous tetrahydrofuran stirred at room temperature under argon was added 90 mL (0.145 mol) of 1.6M butyl lithium in hexane over 30 minutes. The reaction mixture was stirred and heated at 40° for 4 hours and then cooled in an ice bath. Ethylene oxide (14 mL, 0.29 mol) was allowed to distill into the ice cooled reaction mixture over 45 minutes. The reaction mixture was stirred with ice bath cooling for 1.5 hours and then at room temperatu... Starting materials: O=C(O)c1ccc(Cl)c(Cl)c1Br, CCNC, CN(C)C=O, ClCCCl, C1CCOC1, O=S(Cl)Cl. The product is CCN(C)C(=O)c1ccc(Cl)c(Cl)c1Br. Reaction SMILES: [Br:5][c:6]1[c:7]([C:8](=[O:9])[OH:10])[cH:11][cH:12][c:13]([Cl:16])[c:14]1[Cl:15].[CH3:21][NH:22][CH2:23][CH3:24].[CH3:30][N:31]([CH3:32])[CH:33]=[O:34].[Cl:1][CH2:2][CH2:3][Cl:4].[O:25]1[CH2:26][CH2:27][CH2:28][CH2:29]1.[S:17]([Cl:18])([Cl:19])=[O:20]>>[Br:5][c:6]1[c:7]([C:8](=[O:10])[N:22]([CH3:21])[CH2:23][CH3:24])[cH:11][cH:12][c:13]([Cl:16])[c:14]1[Cl:15]. The reactants are BrC=1C=C(C(=NC1)N)[N+](=O)[O-] (5-bromo-3-nitro-pyridin-2-ylamine), [BH4-].[Na+] (NaBH4), C(C)(=O)OCC (ethyl acetate), O.O.[Sn](Cl)(Cl)(Cl)Cl (Tin chloride dihydrate). Run in CC(C)(C)O (t-BuOH). Reaction conditions: temperature 60 celsius, time 2 hour. Product: BrC=1C=C(C(=NC1)N)N (5-Bromo-pyridine-2,3-diamine). The yield is 38.0%. As a reaction SMILES: [Br:1][C:2]1[CH:3]=[C:4]([N+:9]([O-])=O)[C:5]([NH2:8])=[N:6][CH:7]=1.C(OCC)(=O)C.O.O.[Sn](Cl)(Cl)(Cl)Cl.[BH4-].[Na+]>CC(O)(C)C>[Br:1][C:2]1[CH:3]=[C:4]([NH2:9])[C:5]([NH2:8])=[N:6][CH:7]=1 |f:2.3.4,5.6|. Reported procedure: Commercially-available 5-bromo-3-nitro-pyridin-2-ylamine (20.0g, 92 mmol) was suspended in a 9:1 ethyl acetate:t-BuOH solution (470 ml). Tin chloride dihydrate (104 g, 460 mmol) was added, and the suspension was stirred under nitrogen for 2 h at 60° C. NaBH4 (1.75 g, 46 mmol) was added slowly, and the suspension was allowed to stir for another 3 hours. The reaction mixture was then cooled and filtered. The filtrate was extracted with 3 N HCl three times, and the collected acid washes were washed... Reactants: alcohol, N1=CC=CC=C1.S(=O)(=O)=O (sulfur trioxide-pyridine), COC(=O)C1=CCCC(C1)CCOCC1=CC=CC=C1 (5-(2-Benzyloxy-ethyl)-cyclohex-1-enecarboxylic acid methyl ester), CC(C)C[AlH]CC(C)C (DIBAL). Run in C1CCOC1 (THF). Run at time 3 hour. Product: CC=1CC(CCC1)CCOCC1=CC=CC=C1 ([2-(3-methyl-cyclohex-3-enyl)-ethoxymethyl]-benzene). The yield is 82.0%. As a reaction SMILES: CO[C:3]([C:5]1[CH2:10][CH:9]([CH2:11][CH2:12][O:13][CH2:14][C:15]2[CH:20]=[CH:19][CH:18]=[CH:17][CH:16]=2)[CH2:8][CH2:7][CH:6]=1)=O.CC(C[AlH]CC(C)C)C.N1C=CC=CC=1.S(=O)(=O)=O>C1COCC1>[CH3:3][C:5]1[CH2:10][CH:9]([CH2:11][CH2:12][O:13][CH2:14][C:15]2[CH:16]=[CH:17][CH:18]=[CH:19][CH:20]=2)[CH2:8][CH2:7][CH:6]=1 |f:2.3|. Procedure: 5-(2-Benzyloxy-ethyl)-cyclohex-1-enecarboxylic acid methyl ester (Intermediate R3 obtained above in Example R1 in accordance with Method R) was reduced with DIBAL. The resulting alcohol (Intermediate R7, 1.18 g, 4.81 mmol) in THF (20 mL) at 0° C. was treated with sulfur trioxide-pyridine. (1.15 g, 7.21 mmol) for 3 h. LIAR (15 mL, 15 mmol) was injected into the mixture at 0° C. The solution was allowed to warm to rt for 18 h. The mixture was subjected to an aqueous work-up and purified by chromat... Starting materials: ClCCl, COC(=O)c1ccc(-c2cc(OC)ccc2F)c(CO)c1, O=S(Cl)Cl. The product is COC(=O)c1ccc(-c2cc(OC)ccc2F)c(CCl)c1. Reaction SMILES: [Cl:26][CH2:27][Cl:28].[F:5][c:6]1[c:7](-[c:14]2[c:15]([CH2:24][OH:25])[cH:16][c:17]([C:20](=[O:21])[O:22][CH3:23])[cH:18][cH:19]2)[cH:8][c:9]([O:12][CH3:13])[cH:10][cH:11]1.[S:1]([Cl:2])([Cl:3])=[O:4]>>[Cl:3][CH2:24][c:15]1[c:14](-[c:7]2[c:6]([F:5])[cH:11][cH:10][c:9]([O:12][CH3:13])[cH:8]2)[cH:19][cH:18][c:17]([C:20](=[O:21])[O:22][CH3:23])[cH:16]1. Reactants: Cl (HCl), COC(=O)C1=CC=CC=2CCC(CC12)N1CCCCCC1 (7-(1-Hexahydroazepinyl)-5,6,7,8-tetrahydronaphthalene-1-carboxylic acid methyl ester), [OH-].[Na+] (NaOH), O (water). Solvent: CO (methanol). The product is N1(CCCCCC1)C1CCC=2C=CC=C(C2C1)C(=O)O (7-(1-Hexahydroazepinyl)-5,6,7,8-tetrahydronaphthalene-1-carboxylic acid). RXN SMILES: C[O:2][C:3]([C:5]1[C:14]2[CH2:13][CH:12]([N:15]3[CH2:21][CH2:20][CH2:19][CH2:18][CH2:17][CH2:16]3)[CH2:11][CH2:10][C:9]=2[CH:8]=[CH:7][CH:6]=1)=[O:4].[OH-].[Na+].O.Cl>CO>[N:15]1([CH:12]2[CH2:13][C:14]3[C:5]([C:3]([OH:4])=[O:2])=[CH:6][CH:7]=[CH:8][C:9]=3[CH2:10][CH2:11]2)[CH2:16][CH2:17][CH2:18][CH2:19][CH2:20][CH2:21]1 |f:1.2|. Procedure details: A mixture of 1.56 g 7-(1-Hexahydroazepinyl)-5,6,7,8-tetrahydronaphthalene-1-carboxylic acid methyl ester, 1.57 mL 12N NaOH, 1.57 mL water in 10 mL methanol was refluxed (70°-80° C.) overnight. TLC showed no starting material remaining. The mixture was neutralized with 6N HCl to pH 5-6 and concentrated to dryness using toluene and methanol. A white solid was recovered and used crude. Run in C(Cl)(Cl)Cl (CHCl3). RXN SMILES: [C:1]([C:5]1[CH:33]=[CH:32][C:8]([NH:9][C:10]2[C:19]3[C:14](=[CH:15][CH:16]=[CH:17][CH:18]=3)[C:13]([CH2:20][C:21]3[CH:22]=[N:23][C:24]([O:30]C)=[C:25]([NH:27][CH2:28][CH3:29])[CH:26]=3)=[N:12][N:11]=2)=[CH:7][CH:6]=1)([CH3:4])([CH3:3])[CH3:2]>C(Cl)(Cl)Cl>[C:1]([C:5]1[CH:6]=[CH:7][C:8]([NH:9][C:10]2[C:19]3[C:14](=[CH:15][CH:16]=[CH:17][CH:18]=3)[C:13]([CH2:20][C:21]3[CH:22]=[N:23][C:24]([OH:30])=[C:25]([NH:27][CH2:28][CH3:29])[CH:26]=3)=[N:12][N:11]=2)=[CH:32][CH:33]=1)([CH3:2])([CH3:3])[CH3:4]. Product: C(C)(C)(C)C1=CC=C(NC2=NN=C(C3=CC=CC=C23)CC=2C=NC(=C(C2)NCC)O)C=C1 (1-(4-tert-Butyl-anilino)-4-[5-ethylamino-6-hydroxy-(pyridin-3-yl)-methyl]phthalazine). The reactants are C(C)(C)(C)C1=CC=C(NC2=NN=C(C3=CC=CC=C23)CC=2C=NC(=C(C2)NCC)OC)C=C1 (1-(4-tert-butyl-anilino)-4-[5-ethylamino-6-methoxy-(pyridin-3-yl)-methyl]phthalazine). Reported procedure: In analogy to Ex. 3, treatment of a solution of 1-(4-tert-butyl-anilino)-4-[5-ethylamino-6-methoxy-(pyridin-3-yl)-methyl]phthalazine in CHCl3 with Me3Sil, followed by hydrolysis gives the title compound. ES-MS: (M+H)+=428; HPLC(Grad20-100) tRet=11.9. The reactants are C(CCl)Cl (EDC), C=1(C(=CC=CC1)C(=O)O)C1=CC=CC=C1 (2-biphenylcarboxylic acid), CN1C(=CC2=CC=CC=C12)CNC (1-methyl-2-(methylaminomethyl)indole), C=1C=CC2=C(C1)N=NN2O (HOBt), O (H2O). Run in CN(C)C=O (DMF). Conditions: time 8 hour. Yields the product CN(C(C1=C(C=CC=C1)C1=CC=CC=C1)=O)CC=1N(C2=CC=CC=C2C1)C (N-Methyl-N-[(1-methyl-1H-indol-2-yl)methyl]-2-phenylbenzamide). Isolated yield 24.7%. RXN SMILES: C(Cl)CCl.[C:5]1([C:14]2[CH:19]=[CH:18][CH:17]=[CH:16][CH:15]=2)[C:6]([C:11]([OH:13])=O)=[CH:7][CH:8]=[CH:9][CH:10]=1.[CH3:20][N:21]1[C:29]2[C:24](=[CH:25][CH:26]=[CH:27][CH:28]=2)[CH:23]=[C:22]1[CH2:30][NH:31][CH3:32].C1C=CC2N(O)N=NC=2C=1.O>CN(C=O)C>[CH3:32][N:31]([CH2:30][C:22]1[N:21]([CH3:20])[C:29]2[C:24]([CH:23]=1)=[CH:25][CH:26]=[CH:27][CH:28]=2)[C:11](=[O:13])[C:6]1[CH:7]=[CH:8][CH:9]=[CH:10][C:5]=1[C:14]1[CH:19]=[CH:18][CH:17]=[CH:16][CH:15]=1. Reported procedure: EDC (0.22 g, 1.14 mmole) was added to a solution of 2-biphenylcarboxylic acid (0.22 g, 1.14 mmole), 1-methyl-2-(methylaminomethyl)indole (0.20 g, 1.15 mmole), and HOBt.H2O (0.15 g, 1.11 mmole) in DMF (20 mL) at RT. The reaction was stirred overnight, then was concentrated in vacuo. The residue was diluted with 5% NaHCO3 and extracted with CH2Cl2. The combined organic extracts were washed with brine and dried over MgSO4. Flash chromatography on silica gel (3% MeOH/CH2Cl2) followed by preparative ...